From a dataset of the Open Reaction Database (ORD), a public repository of structured organic reaction records. describe an organic reaction: reactants, conditions, products, and yield Reactants: N (ammonia), C(C)#N (acetonitrile), [Na] (sodium), N (ammonia), [Na] (sodium), ferric chloride, ClC1=C(C#N)C=CC=C1 (2-chlorobenzonitrile). Solvent: O1CCCC1 (tetrahydrofuran), CCOCC (ether). Product: NC(=CC#N)C1=C(C=CC=C1)Cl (β-amino-2-chlorocinnamonitrile). As a reaction SMILES: N.[Na].[C:3](#[N:5])[CH3:4].[Cl:6][C:7]1[CH:14]=[CH:13][CH:12]=[CH:11][C:8]=1[C:9]#[N:10]>O1CCCC1.CCOCC>[NH2:10][C:9]([C:8]1[CH:11]=[CH:12][CH:13]=[CH:14][C:7]=1[Cl:6])=[CH:4][C:3]#[N:5] |^1:1|. Procedure: A 150 ml. portion of ammonia is condensed in a reaction flash and a small piece of sodium is added. The blue color is discharged by the addition of ferric chloride and 3.22 g. of sodium are added. After the cooler is discharged 5.75 ml. of acetonitrile in 10 ml. of ether are added. The reaction is cooled in a dry ice-acetone bath and 13.3 g. of 2-chlorobenzonitrile in 25 ml. of tetrahydrofuran are added dropwise. The ammonia is allowed to evaporate, the solvent is blown off with nitrogen and wat... Starting materials: C(C)OC(=O)C=1C(OC2=C(C1C=C)C=C(C=C2)Cl)C(F)(F)F (Ethyl-6-chloro-4-ethenyl-2-trifluoromethyl-2H-1-benzopyran-3-carboxylate), [H][H] (hydrogen). The reagents and catalysts are [Pd] (Palladium). Solvent: CO (methanol). Reaction conditions: time 25 minute. The product is C(C)OC(=O)C=1C(OC2=C(C1CC)C=C(C=C2)Cl)C(F)(F)F (ethyl-6-chloro-4-ethyl-2-trifluoromethyl-2H-1-benzopyran-3-carboxylate). The yield is 64.8%. Reaction SMILES: [CH2:1]([O:3][C:4]([C:6]1[CH:7]([C:19]([F:22])([F:21])[F:20])[O:8][C:9]2[CH:17]=[CH:16][C:15]([Cl:18])=[CH:14][C:10]=2[C:11]=1[CH:12]=[CH2:13])=[O:5])[CH3:2].[H][H]>CO.[Pd]>[CH2:1]([O:3][C:4]([C:6]1[CH:7]([C:19]([F:20])([F:22])[F:21])[O:8][C:9]2[CH:17]=[CH:16][C:15]([Cl:18])=[CH:14][C:10]=2[C:11]=1[CH2:12][CH3:13])=[O:5])[CH3:2]. Procedure: Ethyl-6-chloro-4-ethenyl-2-trifluoromethyl-2H-1-benzopyran-3-carboxylate (Example 142,Step 5)(0.433 g, 1.30 mmol) was dissolved in methanol (10 mL). Palladium(5 wt % on activated carbon)(0.150 g) was slowly added. The reaction vessel was charged with hydrogen (25 psi) and was stirred for 25 minutes. Gas chromatographic analysis indicated that the reaction was complete. The reaction mixture was filtered through Celite and evaporated to yield a orange oil. The oil was purified by flash column chro... Reactants: O=C1CCC(=O)N1Br, CC(=O)OC1CCC2C3CCC4=CC(=O)CCC4(C)C3=CCC12C, CN(C)C=O, F, N. Yields the product CC(=O)OC1CCC2C3CCC4=CC(=O)CCC4(C)C3(Br)C(F)CC12C. As a reaction SMILES: [Br:26][N:27]1[C:28](=[O:29])[CH2:30][CH2:31][C:32]1=[O:33].[C:2]([CH3:3])(=[O:4])[O:5][CH:6]1[C:7]2([CH3:8])[CH:9]([CH2:10][CH2:11]1)[CH:12]1[CH2:13][CH2:14][C:15]3=[CH:16][C:17](=[O:25])[CH2:18][CH2:19][C:20]3([CH3:21])[C:22]1=[CH:23][CH2:24]2.[CH3:35][N:36]([CH3:37])[CH:38]=[O:39].[FH:1].[NH3:34]>>[F:1][CH:23]1[C:22]2([Br:26])[CH:12]([CH:9]3[C:7]([CH3:8])([CH:6]([O:5][C:2]([CH3:3])=[O:4])[CH2:11][CH2:10]3)[CH2:24]1)[CH2:13][CH2:14][C:15]1=[CH:16][C:17](=[O:25])[CH2:18][CH2:19][C:20]12[CH3:21]. Starting materials: Cc1ccc2c(Cl)ccnc2n1, Nc1cc(OCc2cccc(Cl)c2)ccc1Sc1ccc(O)cc1. The product is Cc1ccc2c(Nc3cc(OCc4cccc(Cl)c4)ccc3Sc3ccc(O)cc3)ccnc2n1. As a reaction SMILES: [Cl:1][c:2]1[c:3]2[cH:4][cH:5][c:6]([CH3:12])[n:7][c:8]2[n:9][cH:10][cH:11]1.[NH2:13][c:14]1[c:15]([S:29][c:30]2[cH:31][cH:32][c:33]([OH:36])[cH:34][cH:35]2)[cH:16][cH:17][c:18]([O:20][CH2:21][c:22]2[cH:23][c:24]([Cl:28])[cH:25][cH:26][cH:27]2)[cH:19]1>>[c:2]1([NH:13][c:14]2[c:15]([S:29][c:30]3[cH:31][cH:32][c:33]([OH:36])[cH:34][cH:35]3)[cH:16][cH:17][c:18]([O:20][CH2:21][c:22]3[cH:23][c:24]([Cl:28])[cH:25][cH:26][cH:27]3)[cH:19]2)[c:3]2[cH:4][cH:5][c:6]([CH3:12])[n:7][c:8]2[n:9][cH:10][cH:11]1. Starting materials: C([O-])([O-])=O.[K+].[K+] (potassium carbonate), O (water), COC1=NC(=NC(=C1)OC)SC1=C(C(=O)OC)C(=CC=C1)C(C)=O (methyl 2-[(4,6-dimethoxypyrimidin-2-yl)thio]-6-acetylbenzoate), Cl.CON (methoxyamine hydrochloride), resultant solution. Run in CO (methanol). Product: COC1=NC(=NC(=C1)OC)SC1=C(C(=O)OC)C(=CC=C1)C(C)=NOC (methyl 2-[(4,6-dimethoxypyrimidin-2-yl)thio]-6-[1-(N-methoxyimino)ethyl]benzoate). Isolated yield 60.0%. As a reaction SMILES: [CH3:1][O:2][C:3]1[CH:8]=[C:7]([O:9][CH3:10])[N:6]=[C:5]([S:11][C:12]2[CH:21]=[CH:20][CH:19]=[C:18]([C:22](=O)[CH3:23])[C:13]=2[C:14]([O:16][CH3:17])=[O:15])[N:4]=1.Cl.[CH3:26][O:27][NH2:28].C(=O)([O-])[O-].[K+].[K+].O>CO>[CH3:1][O:2][C:3]1[CH:8]=[C:7]([O:9][CH3:10])[N:6]=[C:5]([S:11][C:12]2[CH:21]=[CH:20][CH:19]=[C:18]([C:22](=[N:28][O:27][CH3:26])[CH3:23])[C:13]=2[C:14]([O:16][CH3:17])=[O:15])[N:4]=1 |f:1.2,3.4.5|. Reported procedure: 1.0 g of methyl 2-[(4,6-dimethoxypyrimidin-2-yl)thio]-6-acetylbenzoate and 0.5 g of methoxyamine hydrochloride were dissolved in 6 ml of methanol, and the resultant solution was refluxed for 15 minutes. After cooling the mixed liquor to room temperature, 0.8 g of potassium carbonate was added to this liquor and the resultant liquor was heat-refluxed for 3 hours. The reaction liquor was poured into a large amount of water, and an oily product thus precipitated was extracted with ethyl acetate. Th...